From a dataset of the Open Reaction Database (ORD), a public repository of structured organic reaction records. describe an organic reaction: reactants, conditions, products, and yield Yields the product C1(=CC=CC=C1)N1CCNC2=NC3=C(N2CC1)C=CC=C3 (1,2,3,4,5,6-Hexahydro-4-Phenyl[1,3,6]Triazocino-[1,2-a]Benzimidazole). Reported procedure: A mixture of 1-benzoyl-1,2,3,4,5,6-hexahydro-4-phenyl[1,3,6]-triazocino[1,2-a]benzimidazole (10.00 g) from Example 2 and methanolic ammonia (1150 ml), presaturated at 0°, was stirred magnetically and heated in a sealed bomb at 100° for 4 days. The resulting cooled solution was filtered and the filtrate was evaporated to a syrup which crystallized. The residue was dissolved in dichloromethane-methanol and the solution was evaporated to a syrup. Crystallization from methanol gave crude titled prod... Run in N (ammonia). Reaction SMILES: C([N:9]1[C:16]2=[N:17][C:18]3[CH:23]=[CH:22][CH:21]=[CH:20][C:19]=3[N:15]2[CH2:14][CH2:13][N:12]([C:24]2[CH:29]=[CH:28][CH:27]=[CH:26][CH:25]=2)[CH2:11][CH2:10]1)(=O)C1C=CC=CC=1>N>[C:24]1([N:12]2[CH2:13][CH2:14][N:15]3[C:16](=[N:17][C:18]4[CH:23]=[CH:22][CH:21]=[CH:20][C:19]=43)[NH:9][CH2:10][CH2:11]2)[CH:29]=[CH:28][CH:27]=[CH:26][CH:25]=1. Reactants: C(C1=CC=CC=C1)(=O)N1CCN(CCN2C1=NC1=C2C=CC=C1)C1=CC=CC=C1 (1-benzoyl-1,2,3,4,5,6-hexahydro-4-phenyl[1,3,6]-triazocino[1,2-a]benzimidazole). The reactants are C(C)[C@@H]1CC[C@H](CC1)NC(=O)[C@H]1[C@@H](C1)COS(=O)(=O)C (methane sulfonic acid 2-(trans-4-ethyl-cyclohexylcarbamoyl)-trans-cyclopropylmethyl ester), Cl.ClC=1C=C(C=CC1)N1CCNCC1 (1-(3-chloro-phenyl)-piperazine hydrochloride), 2-(trans-4-methyl-cyclohexylcarbamoyl)-trans-cyclopropylmethyl ester, Cl.ClC=1C(=NC=C(C1)C(F)(F)F)N1CCNCC1 (4-(3-chloro-5-trifluoromethyl-pyridin-2-yl)-piperazine hydrochloride). Yields the product C(C)[C@@H]1CC[C@H](CC1)NC(=O)[C@H]1[C@@H](C1)CN1CCN(CC1)C1=NC=C(C=C1Cl)C(F)(F)F (trans-2-[4-(3-Chloro-5-trifluoromethyl-pyridin-2-yl)-piperazin-1-ylmethyl)-cyclopropanecarboxylic acid trans-(4-ethylcyclohexyl)-amide). Reaction SMILES: [CH2:1]([C@H:3]1[CH2:8][CH2:7][C@H:6]([NH:9][C:10]([C@@H:12]2[CH2:14][C@H:13]2[CH2:15]OS(C)(=O)=O)=[O:11])[CH2:5][CH2:4]1)[CH3:2].Cl.[Cl:22][C:23]1[C:24]([N:33]2[CH2:38][CH2:37][NH:36][CH2:35][CH2:34]2)=[N:25][CH:26]=[C:27]([C:29]([F:32])([F:31])[F:30])[CH:28]=1.Cl.ClC1C=C(N2CCNCC2)C=CC=1>>[CH2:1]([C@H:3]1[CH2:8][CH2:7][C@H:6]([NH:9][C:10]([C@@H:12]2[CH2:14][C@H:13]2[CH2:15][N:36]2[CH2:37][CH2:38][N:33]([C:24]3[C:23]([Cl:22])=[CH:28][C:27]([C:29]([F:32])([F:31])[F:30])=[CH:26][N:25]=3)[CH2:34][CH2:35]2)=[O:11])[CH2:5][CH2:4]1)[CH3:2] |f:1.2,3.4|. Procedure: Follow the procedure of Example 11e, and substitute methane sulfonic acid 2-(trans-4-ethyl-cyclohexylcarbamoyl)-trans-cyclopropylmethyl ester (Example 13d) for 2-(trans-4-methyl-cyclohexylcarbamoyl)-trans-cyclopropylmethyl ester and 4-(3-chloro-5-trifluoromethyl-pyridin-2-yl)-piperazine hydrochloride for 1-(3-chloro-phenyl)-piperazine hydrochloride therein to obtain the title compound LC/MS m/z=473 (M+H)+. The reactants are ClC1=CC=C(C=C1)C=CC1(OC1)C(C)(C)C (2-(4-chlorophenyl-ethenyl)-2-tert.-butyl-oxirane), N1N=CN=C1 (1,2,4-triazole), C(C)O (ethanol). The product is ClC1=CC=C(C=C1)C=CC(C(C)(C)C)(O)CN1C=NC=C1 (1-(4-chlorophenyl)-4,4-dimethyl-3-(imidazol-1-yl-methyl)-1-penten-3-ol). Yield: 77.0%. RXN SMILES: [Cl:1][C:2]1[CH:7]=[CH:6][C:5]([CH:8]=[CH:9][C:10]2([C:13]([CH3:16])([CH3:15])[CH3:14])[CH2:12][O:11]2)=[CH:4][CH:3]=1.[NH:17]1[CH:21]=[N:20][CH:19]=N1.[CH2:22](O)C>>[Cl:1][C:2]1[CH:7]=[CH:6][C:5]([CH:8]=[CH:9][C:10]([CH2:12][N:17]2[CH:22]=[CH:19][N:20]=[CH:21]2)([OH:11])[C:13]([CH3:16])([CH3:15])[CH3:14])=[CH:4][CH:3]=1. Reported procedure: A solution of 17.75 g (0.075 mole) of 2-(4-chlorophenyl-ethenyl)-2-tert.-butyl-oxirane and 6.9 g (0.1 mole) of 1,2,4-triazole in 30 ml of ethanol was heated in a bomb tube at 150° C. for 20 hours. The reaction mixture was then concentrated and the crystalline residue was stirred with ether. The solid was then filtered off and recrystallised from acetonitrile. 17.7 g (77% of theory) of 1-(4-chlorophenyl)-4,4-dimethyl-3-(imidazol-1-yl-methyl)-1-penten-3-ol of melting point 139°-41° C. were obtaine... Reactants: Cl (hydrochloric acid), COC1=CC=C(C=C1)C(CC1=CC(=NC=C1)NC(=O)OC(C)(C)C)=O (1-(4-methoxyphenyl)-2-(2-tert-butoxycarbonylamino-4-pyridyl)ethanone). Run in [OH-].[Na+] (sodium hydroxide). Conditions: temperature 100 celsius, time 2 hour. Product: NC1=NC=CC(=C1)CC(=O)C1=CC=C(C=C1)OC (2-(2-amino-4-pyridyl)-1-(4-methoxyphenyl)ethanone). Yield: 88.9%. As a reaction SMILES: Cl.[CH3:2][O:3][C:4]1[CH:9]=[CH:8][C:7]([C:10](=[O:26])[CH2:11][C:12]2[CH:17]=[CH:16][N:15]=[C:14]([NH:18]C(OC(C)(C)C)=O)[CH:13]=2)=[CH:6][CH:5]=1>[OH-].[Na+]>[NH2:18][C:14]1[CH:13]=[C:12]([CH2:11][C:10]([C:7]2[CH:8]=[CH:9][C:4]([O:3][CH3:2])=[CH:5][CH:6]=2)=[O:26])[CH:17]=[CH:16][N:15]=1 |f:2.3|. Reported procedure: 2N-hydrochloric acid (30 mL) was added to 1-(4-methoxyphenyl)-2-(2-tert-butoxycarbonylamino-4-pyridyl)ethanone (6.1 g, 18 mmol) and the mixture was stirred at 100° C. for 2 hours. The reaction mixture was cooled to room temperature and, thereafter, 8N-aqueous sodium hydroxide (10 mL) was added. The resulting crude crystals were filtered and washed with water. The crude crystals were recrystallized from tetrahydrofuran-hexane to obtain 4.0 g of the title compound (16 mmol, yield 92%). Starting materials: [Si](C)(C)(C(C)(C)C)OCCC(C)(C)C1=C(C=C(C=C1C)C)O (2-{3-(tert-butyldimethylsilyloxy)-1,1-dimethylpropyl}-3,5-dimethyl-phenol), [H-].[Na+] (sodium hydride), [Cl-].[Na+] (sodium chloride), BrCCCC(=O)Cl (4-bromobutyryl chloride). Solvent: O1CCCC1 (tetrahydrofuran), O (water), CCOCC (ether). Reaction conditions: time 40 minute. The product is C(C)(C)(C)[Si](OCCC(C)(C)C1=C(C=C(C=C1C)C)O)(C)C.BrCCCC(=O)[O-] (2-{3-(tert-butyldimethyl-silyloxy)-1,1-dimethylpropyl}-3,5-dimethylphenol 4-bromobutyrate). RXN SMILES: [Si:1]([O:8][CH2:9][CH2:10][C:11]([C:14]1[C:19]([CH3:20])=[CH:18][C:17]([CH3:21])=[CH:16][C:15]=1[OH:22])([CH3:13])[CH3:12])([C:4]([CH3:7])([CH3:6])[CH3:5])([CH3:3])[CH3:2].[H-].[Na+].[Br:25][CH2:26][CH2:27][CH2:28][C:29](Cl)=[O:30].[Cl-].[Na+]>O1CCCC1.O.CCOCC>[C:4]([Si:1]([CH3:2])([CH3:3])[O:8][CH2:9][CH2:10][C:11]([C:14]1[C:19]([CH3:20])=[CH:18][C:17]([CH3:21])=[CH:16][C:15]=1[OH:22])([CH3:12])[CH3:13])([CH3:7])([CH3:6])[CH3:5].[Br:25][CH2:26][CH2:27][CH2:28][C:29]([O-:30])=[O:8] |f:1.2,4.5,9.10|. Reported procedure: To 3.22 g of 2-{3-(tert-butyldimethylsilyloxy)-1,1-dimethylpropyl}-3,5-dimethyl-phenol in solution in 60 cm3 of tetrahydrofuran, there are added, at 20° C. under an argon atmosphere and in small portions, 0.32 g of sodium hydride (at 75% in mineral oil), and then 15 minutes later 1.16 cm3 of 4-bromobutyryl chloride. After stirring for 40 minutes, 100 cm3 of ether, 10 cm3 of distilled water and 10 cm3 of a saturated aqueous sodium chloride solution are added. After stirring, the organic phase is ... Reactants: Cl.N1(CCNCC1)C1=NN(C2=CC=CC=C12)C1=CC=C(C=C1)C(F)(F)F (3-(1-piperazinyl)-1-[4(trifluoromethyl)phenyl]-1H-indazole hydrochloride), BrC(C)O (bromoethanol), C([O-])([O-])=O.[K+].[K+] (potassium carbonate), CN(C=O)C (dimethylformamide). Solvent: O (water). Product: OCCN1CCN(CC1)C1=NN(C2=CC=CC=C12)C1=CC=C(C=C1)C(F)(F)F (3-[4-(2-hydroxyethyl)-1piperazinyl-]-1-[4-(trifluoromethyl)phenyl]-1H-indazole). Isolated yield 44.6%. RXN SMILES: Cl.[N:2]1([C:8]2[C:16]3[C:11](=[CH:12][CH:13]=[CH:14][CH:15]=3)[N:10]([C:17]3[CH:22]=[CH:21][C:20]([C:23]([F:26])([F:25])[F:24])=[CH:19][CH:18]=3)[N:9]=2)[CH2:7][CH2:6][NH:5][CH2:4][CH2:3]1.Br[CH:28]([OH:30])[CH3:29].C(=O)([O-])[O-].[K+].[K+].CN(C)C=O>O>[OH:30][CH2:28][CH2:29][N:5]1[CH2:6][CH2:7][N:2]([C:8]2[C:16]3[C:11](=[CH:12][CH:13]=[CH:14][CH:15]=3)[N:10]([C:17]3[CH:22]=[CH:21][C:20]([C:23]([F:26])([F:24])[F:25])=[CH:19][CH:18]=3)[N:9]=2)[CH2:3][CH2:4]1 |f:0.1,3.4.5|. Reported procedure: A stirred mixture of 5.5 g of 3-(1-piperazinyl)-1-[4(trifluoromethyl)phenyl]-1H-indazole hydrochloride, 2.3 g of bromoethanol, 2.5 g of potassium carbonate and 60 ml of dimethylformamide was heated, under nitrogen, at 70°-75° for 16 hours. The reaction mixture was poured into water and the aqueous mixture extracted with ethyl acetate. The extract was washed with water, dried over anhydrous magnesium sulfate and concentrated to an oil. The oil was chromatographed on silica gel utilizing a Water's...